From a dataset of the Open Reaction Database (ORD), a public repository of structured organic reaction records. describe an organic reaction: reactants, conditions, products, and yield Starting materials: Cc1cccc(C)c1N(CCCC(=O)O)C(=O)c1ccc(Cl)cc1, COC(=O)CCCN. The product is COC(=O)CCCNC(=O)CCCN(C(=O)c1ccc(Cl)cc1)c1c(C)cccc1C. As a reaction SMILES: [Cl:1][c:2]1[cH:3][cH:4][c:5]([C:6](=[O:7])[N:8]([c:9]2[c:10]([CH3:16])[cH:11][cH:12][cH:13][c:14]2[CH3:15])[CH2:17][CH2:18][CH2:19][C:20](=[O:21])[OH:22])[cH:23][cH:24]1.[NH2:25][CH2:26][CH2:27][CH2:28][C:29](=[O:30])[O:31][CH3:32]>>[Cl:1][c:2]1[cH:3][cH:4][c:5]([C:6](=[O:7])[N:8]([c:9]2[c:10]([CH3:16])[cH:11][cH:12][cH:13][c:14]2[CH3:15])[CH2:17][CH2:18][CH2:19][C:20](=[O:22])[NH:25][CH2:26][CH2:27][CH2:28][C:29](=[O:30])[O:31][CH3:32])[cH:23][cH:24]1. The reactants are C(C1=CC=CC=C1)(C1=CC=CC=C1)(C1=CC=CC=C1)Cl (trityl chloride), O (water), C(C)NCC (diethylamine), C1=CC=CC=2OC3=CC=CC=C3C(C12)SC[C@H](N)C(=O)O (S-(9H-Xanthen-9-yl)cysteine). Run in C(Cl)(Cl)Cl (chloroform). Conditions: temperature 4 celsius, time 2 hour. The product is C(C1=CC=CC=C1)(C1=CC=CC=C1)(C1=CC=CC=C1)N[C@@H](CSC1C2=CC=CC=C2OC=2C=CC=CC12)C(=O)O (Nα-Trityl-S-(9H-xanthen-9-yl)-L-cysteine). Isolated yield 78.0%. Reaction SMILES: [CH:1]1[C:14]2[CH:13]([S:15][CH2:16][C@@H:17]([C:19]([OH:21])=[O:20])[NH2:18])[C:12]3[C:7](=[CH:8][CH:9]=[CH:10][CH:11]=3)[O:6][C:5]=2[CH:4]=[CH:3][CH:2]=1.O.C(NCC)C.[C:28](Cl)([C:41]1[CH:46]=[CH:45][CH:44]=[CH:43][CH:42]=1)([C:35]1[CH:40]=[CH:39][CH:38]=[CH:37][CH:36]=1)[C:29]1[CH:34]=[CH:33][CH:32]=[CH:31][CH:30]=1>C(Cl)(Cl)Cl>[C:28]([NH:18][C@H:17]([C:19]([OH:21])=[O:20])[CH2:16][S:15][CH:13]1[C:12]2[CH:11]=[CH:10][CH:9]=[CH:8][C:7]=2[O:6][C:5]2[C:14]1=[CH:1][CH:2]=[CH:3][CH:4]=2)([C:29]1[CH:34]=[CH:33][CH:32]=[CH:31][CH:30]=1)([C:41]1[CH:42]=[CH:43][CH:44]=[CH:45][CH:46]=1)[C:35]1[CH:36]=[CH:37][CH:38]=[CH:39][CH:40]=1. Reported procedure: A sample of 1.0 g of S-(9H-Xanthen-9-yl)cysteine (3.3 mmole) from Example 4 was dissolved in 10 ml of chloroform. To the solution was added 1.5 ml of water and 1.5 ml of diethylamine. The mixture was cooled to 4° C. by an ice bath and 0.98 g of trityl chloride (3.5 mmole) was added in portions over a period of 30 min. After 2 h of stirring at room temperature. The reaction mixture was separated. The organic phase was washed twice with 4% diethylamine aqueous solution. The organic layer was dried... Solvent: CN(C)C=O (DMF). Reported procedure: Substituted benzyl bromide compounds can also be prepared from commercially available substituted benzaldehydes, benzoic acids and benzoic esters by first converting these compounds to the corresponding alcohol. Exemplary synthetic methodology to provide substituted benzyl bromide from benzyl aldehyde is described below. For example, as illustrated in Scheme 12, treatment of 4-hydroxy-3-nitro-benzaldehyde 73 with benzyl bromide in the presence of K2CO3 in DMF at 65° C. gives 4-benzyloxy-3-nitro-... Product: C(C1=CC=CC=C1)OC1=C(C=C(C=O)C=C1)[N+](=O)[O-] (4-benzyloxy-3-nitro-benzaldehyde). The reactants are OC1=C(C=C(C=O)C=C1)[N+](=O)[O-] (4-hydroxy-3-nitro-benzaldehyde), C(C1=CC=CC=C1)Br (benzyl bromide), C(=O)([O-])[O-].[K+].[K+] (K2CO3). As a reaction SMILES: [OH:1][C:2]1[CH:9]=[CH:8][C:5]([CH:6]=[O:7])=[CH:4][C:3]=1[N+:10]([O-:12])=[O:11].[CH2:13](Br)[C:14]1[CH:19]=[CH:18][CH:17]=[CH:16][CH:15]=1.C([O-])([O-])=O.[K+].[K+]>CN(C=O)C>[CH2:13]([O:1][C:2]1[CH:9]=[CH:8][C:5]([CH:6]=[O:7])=[CH:4][C:3]=1[N+:10]([O-:12])=[O:11])[C:14]1[CH:19]=[CH:18][CH:17]=[CH:16][CH:15]=1 |f:2.3.4|. Starting materials: OCCc1cccc(Br)c1, CC(C)(C)[Si](Cl)(c1ccccc1)c1ccccc1, CN(C)C=O, CCOC(C)=O, c1c[nH]cn1. Product: CC(C)(C)[Si](OCCc1cccc(Br)c1)(c1ccccc1)c1ccccc1. RXN SMILES: [Br:1][c:2]1[cH:3][c:4]([CH2:5][CH2:6][OH:7])[cH:8][cH:9][cH:10]1.[C:11]([CH3:12])([CH3:13])([CH3:14])[Si:15]([c:16]1[cH:17][cH:18][cH:19][cH:20][cH:21]1)([c:22]1[cH:23][cH:24][cH:25][cH:26][cH:27]1)[Cl:28].[CH3:34][N:35]([CH3:36])[CH:37]=[O:38].[CH3:39][CH2:40][O:41][C:42](=[O:43])[CH3:44].[nH:29]1[cH:30][cH:31][n:32][cH:33]1>>[Br:1][c:2]1[cH:3][c:4]([CH2:5][CH2:6][O:7][Si:15]([C:11]([CH3:12])([CH3:13])[CH3:14])([c:16]2[cH:17][cH:18][cH:19][cH:20][cH:21]2)[c:22]2[cH:23][cH:24][cH:25][cH:26][cH:27]2)[cH:8][cH:9][cH:10]1. Reactants: C(=O)(C(F)(F)F)O (TFA), C(C)(C)(C)OC(=O)N[C@H](CC(C)(C)C)C(=O)N(CC(=O)NCC1=C(C=CC(=C1)Cl)N1N=NN=C1)C1CC1 (N-(tert-butoxycarbonyl)-4-methyl-D-leucyl-N1-[5-chloro-2-(1H-tetraazol-1-yl)benzyl]-N2-cyclopropylglycinamide). The solvent is C(Cl)Cl (CH2Cl2). Run at time 30 minute. Product: CC(C[C@@H](N)C(=O)N(CC(=O)NCC1=C(C=CC(=C1)Cl)N1N=NN=C1)C1CC1)(C)C (4-methyl-D-leucyl-N1-[5-chloro-2-(1H-tetraazol-1-yl)benzyl]-N2-cyclopropylglycinamide). RXN SMILES: C(O)(C(F)(F)F)=O.C(OC([NH:15][C@@H:16]([C:22]([N:24]([CH:42]1[CH2:44][CH2:43]1)[CH2:25][C:26]([NH:28][CH2:29][C:30]1[CH:35]=[C:34]([Cl:36])[CH:33]=[CH:32][C:31]=1[N:37]1[CH:41]=[N:40][N:39]=[N:38]1)=[O:27])=[O:23])[CH2:17][C:18]([CH3:21])([CH3:20])[CH3:19])=O)(C)(C)C>C(Cl)Cl>[CH3:19][C:18]([CH3:21])([CH3:20])[CH2:17][C@H:16]([C:22]([N:24]([CH:42]1[CH2:44][CH2:43]1)[CH2:25][C:26]([NH:28][CH2:29][C:30]1[CH:35]=[C:34]([Cl:36])[CH:33]=[CH:32][C:31]=1[N:37]1[CH:41]=[N:40][N:39]=[N:38]1)=[O:27])=[O:23])[NH2:15]. Reported procedure: TFA (3 mL) was added to a solution of N-(tert-butoxycarbonyl)-4-methyl-D-leucyl-N1-[5-chloro-2-(1H-tetraazol-1-yl)benzyl]-N2-cyclopropylglycinamide (80 mg, 0.15 mmol) in CH2Cl2 (6 mL). The solution was stirred at room temperature for 30 min and the solvent was then removed in vacuo. The residue was taken up in DMF and purified by reverse phase HPLC. The product fractions were combined and reduced in vacuo and the residual oil was concentrated repeatedly from Et2O to give the title compound as a ... Starting materials: [BH4-], O=Cc1cc([N+](=O)[O-])c(F)cc1Cl, Cl, [Na+], C1CCOC1. The product is O=[N+]([O-])c1cc(CO)c(Cl)cc1F. As a reaction SMILES: [BH4-:14].[Cl:1][c:2]1[c:3]([CH:4]=[O:5])[cH:6][c:7]([N+:11](=[O:12])[O-:13])[c:8]([F:10])[cH:9]1.[ClH:16].[Na+:15].[O:17]1[CH2:18][CH2:19][CH2:20][CH2:21]1>>[Cl:1][c:2]1[c:3]([CH2:4][OH:5])[cH:6][c:7]([N+:11](=[O:12])[O-:13])[c:8]([F:10])[cH:9]1. Starting materials: C1(=CC=CC=C1)S(=O)(=O)N1C(=CC2=CC=C(C=C12)Cl)S(=O)(=O)Cl (1-benzene sulphonyl-6-chloroindol-2-ylsulphonyl chloride), N1CCNCC1 (piperazine). Solvent: ClCCl (dichloromethane), ClCCl (dichloromethane). Run at time 4 hour. The product is C1(=CC=CC=C1)S(=O)(=O)N1C(=CC2=CC=C(C=C12)Cl)S(=O)(=O)N1CCNCC1 (1-(1-benzenesulphonyl-6-chloroindol-2-ylsulphonyl)piperazine). Isolated yield 65.4%. As a reaction SMILES: [C:1]1([S:7]([N:10]2[C:18]3[C:13](=[CH:14][CH:15]=[C:16]([Cl:19])[CH:17]=3)[CH:12]=[C:11]2[S:20](Cl)(=[O:22])=[O:21])(=[O:9])=[O:8])[CH:6]=[CH:5][CH:4]=[CH:3][CH:2]=1.[NH:24]1[CH2:29][CH2:28][NH:27][CH2:26][CH2:25]1>ClCCl>[C:1]1([S:7]([N:10]2[C:18]3[C:13](=[CH:14][CH:15]=[C:16]([Cl:19])[CH:17]=3)[CH:12]=[C:11]2[S:20]([N:24]2[CH2:29][CH2:28][NH:27][CH2:26][CH2:25]2)(=[O:22])=[O:21])(=[O:9])=[O:8])[CH:6]=[CH:5][CH:4]=[CH:3][CH:2]=1. Procedure details: The requisite 1-(1-benzenesulphonyl-6-chloroindol-2-ylsulphonyl)piperazine starting material was prepared as follows. A solution of 1-benzene sulphonyl-6-chloroindol-2-ylsulphonyl chloride (5.0 g, 12.8 mmol) in dichloromethane (50 ml) was added dropwise to a stirred solution of piperazine (6.62 g, 6 eq.) in dichloromethane (100 ml), and the mixture stirred for a further 4 hrs. giving a yellow solution. This was then evaporated and dried overnight under high vacuum. The residue was purified by fl...